From a dataset of the Open Reaction Database (ORD), a public repository of structured organic reaction records. describe an organic reaction: reactants, conditions, products, and yield Reactants: ClC1=C(C=C(C=C1)[C@@H]1CNCCO1)F ((R)-2-(4-chloro-3-fluorophenyl)morpholine), FC([C@H]1OC1)(F)F ((S)-2-(trifluoromethyl)oxirane). Run in ClCCl (dichloromethane). Conditions: temperature 60 celsius, time 8 hour. Product: ClC1=C(C=C(C=C1)[C@H]1OCCN(C1)C[C@@H](C(F)(F)F)O)F ((S)-3-((R)-2-(4-chloro-3-fluorophenyl)morpholino)-1,1,1-trifluoropropan-2-ol). Isolated yield 97.0%. As a reaction SMILES: [Cl:1][C:2]1[CH:7]=[CH:6][C:5]([C@H:8]2[O:13][CH2:12][CH2:11][NH:10][CH2:9]2)=[CH:4][C:3]=1[F:14].[F:15][C:16]([F:21])([F:20])[C@@H:17]1[CH2:19][O:18]1>ClCCl>[Cl:1][C:2]1[CH:7]=[CH:6][C:5]([C@@H:8]2[CH2:9][N:10]([CH2:19][C@H:17]([OH:18])[C:16]([F:21])([F:20])[F:15])[CH2:11][CH2:12][O:13]2)=[CH:4][C:3]=1[F:14]. Procedure details: (R)-2-(4-chloro-3-fluorophenyl)morpholine (230 mg, 1.07 mmol) was mixed with (S)-2-(trifluoromethyl)oxirane (180 mg, 1.6 mmol) in 1 mL of dichloromethane in a tube. The tube was sealed and stirred at 60° C. overnight. The solution was evaporated to dryness to afford (S)-3-((R)-2-(4-chloro-3-fluorophenyl)morpholino)-1,1,1-trifluoropropan-2-ol as an oil (340 mg), which was used as is in the next step. (M+H)+=328 m/e. Starting materials: [Al+3], CON(C)C(=O)C1CCC(c2ccccc2)N1C(=O)OC(C)(C)C, C1CCOC1, CCOC(C)=O, [H-], [H-], [H-], [H-], [K+], [Li+], O, O=S(=O)([O-])O. Product: CC(C)(C)OC(=O)N1C(C=O)CCC1c1ccccc1. Reaction SMILES: [Al+3:26].[C:1]([CH3:2])([CH3:3])([CH3:4])[O:5][C:6](=[O:7])[N:8]1[CH:9]([C:19](=[O:20])[N:21]([O:22][CH3:23])[CH3:24])[CH2:10][CH2:11][CH:12]1[c:13]1[cH:14][cH:15][cH:16][cH:17][cH:18]1.[CH2:38]1[O:39][CH2:40][CH2:41][CH2:42]1.[CH3:43][CH2:44][O:45][C:46]([CH3:47])=[O:48].[H-:25].[H-:28].[H-:29].[H-:30].[K+:36].[Li+:27].[OH2:37].[S:31](=[O:32])(=[O:33])([OH:34])[O-:35]>>[C:1]([CH3:2])([CH3:3])([CH3:4])[O:5][C:6](=[O:7])[N:8]1[CH:9]([CH:19]=[O:20])[CH2:10][CH2:11][CH:12]1[c:13]1[cH:14][cH:15][cH:16][cH:17][cH:18]1. The reactants are CCOc1ccc(N)c([N+](=O)[O-])c1, O=C(O)c1ccc(C(F)(F)F)nc1. Reaction SMILES: [CH2:14]([CH3:15])[O:16][c:17]1[cH:18][c:19]([N+:24](=[O:25])[O-:26])[c:20]([NH2:21])[cH:22][cH:23]1.[F:1][C:2]([c:3]1[n:4][cH:5][c:6]([C:7](=[O:8])[OH:9])[cH:10][cH:11]1)([F:12])[F:13]>>[F:1][C:2]([c:3]1[n:4][cH:5][c:6]([C:7](=[O:9])[NH:21][c:20]2[c:19]([N+:24](=[O:25])[O-:26])[cH:18][c:17]([O:16][CH2:14][CH3:15])[cH:23][cH:22]2)[cH:10][cH:11]1)([F:12])[F:13]. Yields the product CCOc1ccc(NC(=O)c2ccc(C(F)(F)F)nc2)c([N+](=O)[O-])c1. The reactants are CCOC(=O)CC#N, C1CCNC1, Cc1nnsc1C=O, Cc1ccccc1. Yields the product CCOC(=O)C(C#N)=Cc1snnc1C. As a reaction SMILES: [C:9](#[N:10])[CH2:11][C:12](=[O:13])[O:14][CH2:15][CH3:16].[CH2:17]1[CH2:18][NH:19][CH2:20][CH2:21]1.[CH3:1][c:2]1[n:3][n:4][s:5][c:6]1[CH:7]=[O:8].[CH3:22][c:23]1[cH:24][cH:25][cH:26][cH:27][cH:28]1>>[CH3:1][c:2]1[n:3][n:4][s:5][c:6]1[CH:7]=[C:11]([C:9]#[N:10])[C:12](=[O:13])[O:14][CH2:15][CH3:16]. Reactants: FC1=CC=C(CNC(=O)C2=C(N=C(S2)Br)C)C=C1 (2-bromo-4-methyl-thiazole-5-carboxylic acid 4-fluoro-benzylamide), N1N=CC=C1B(O)O (1H-pyrazole-5-boronic acid), C([O-])([O-])=O.[K+].[K+] (potassium carbonate). Reagents/catalysts: C=1C=CC(=CC1)[P](C=2C=CC=CC2)(C=3C=CC=CC3)[Pd]([P](C=4C=CC=CC4)(C=5C=CC=CC5)C=6C=CC=CC6)([P](C=7C=CC=CC7)(C=8C=CC=CC8)C=9C=CC=CC9)[P](C=1C=CC=CC1)(C=1C=CC=CC1)C=1C=CC=CC1 (Pd(PPh3)4). Solvent: C1(=CC=CC=C1)C (toluene), O (water), C(C)O (ethanol). Reaction conditions: temperature 100 celsius. Product: FC1=CC=C(CNC(=O)C2=C(N=C(S2)C=2NN=CC2)C)C=C1 (4-methyl-2-(2H-pyrazol-3-yl)-thiazole-5-carboxylic acid 4-fluoro-benzylamide). As a reaction SMILES: [F:1][C:2]1[CH:18]=[CH:17][C:5]([CH2:6][NH:7][C:8]([C:10]2[S:14][C:13](Br)=[N:12][C:11]=2[CH3:16])=[O:9])=[CH:4][CH:3]=1.[NH:19]1[C:23](B(O)O)=[CH:22][CH:21]=[N:20]1.C(=O)([O-])[O-].[K+].[K+]>C1(C)C=CC=CC=1.O.C(O)C.C1C=CC([P]([Pd]([P](C2C=CC=CC=2)(C2C=CC=CC=2)C2C=CC=CC=2)([P](C2C=CC=CC=2)(C2C=CC=CC=2)C2C=CC=CC=2)[P](C2C=CC=CC=2)(C2C=CC=CC=2)C2C=CC=CC=2)(C2C=CC=CC=2)C2C=CC=CC=2)=CC=1>[F:1][C:2]1[CH:18]=[CH:17][C:5]([CH2:6][NH:7][C:8]([C:10]2[S:14][C:13]([C:23]3[NH:19][N:20]=[CH:21][CH:22]=3)=[N:12][C:11]=2[CH3:16])=[O:9])=[CH:4][CH:3]=1 |f:2.3.4,^1:47,49,68,87|. Reported procedure: To a solution of 2-bromo-4-methyl-thiazole-5-carboxylic acid 4-fluoro-benzylamide (5.0 g, 15.0 mmol) in toluene (30 mL), water (10 mL) and ethanol (10 mL) was added 1H-pyrazole-5-boronic acid (1.70 g, 15.0 mmol), Pd(PPh3)4 (1.75 g, 1.52 mmol), and potassium carbonate (6.3 g, 45.6 mmol). The resulting mixture was degassed three times and heated to 100° C. for 16 hr. The reaction mixture was cooled to room temperature, diluted with ethyl acetate (200 mL) and washed with brine (2×100 mL). The organ... Reactants: glycine acid ethyl ester hydrochloride, C1(=CC=CC=C1)C1=CC(=NN1)C(=O)O (5-phenyl-1H-pyrazole-3-carboxylic acid), CCN(C(C)C)C(C)C (DIPEA), C=1C=CC2=C(C1)N=NN2O (HOBt), CCN=C=NCCCN(C)C.Cl (EDCI.HCl), CN(C)C=O (DMF). Solvent: O (water). Conditions: time 8 hour. Yields the product C(C)OC(CNC(=O)C1=NNC(=C1)C1=CC=CC=C1)=O ([(5-phenyl-1H-pyrazole-3-carbonyl)-amino]-acetic acid ethyl ester). Yield: 42.0%. As a reaction SMILES: [C:1]1([C:7]2[NH:11][N:10]=[C:9]([C:12]([OH:14])=O)[CH:8]=2)[CH:6]=[CH:5][CH:4]=[CH:3][CH:2]=1.CCN([CH:21]([CH3:23])C)C(C)C.C1C=CC2N([OH:33])N=NC=2C=1.CCN=C=NCCC[N:42]([CH3:44])C.Cl.CN([CH:49]=[O:50])C>O>[CH2:21]([O:33][C:49](=[O:50])[CH2:44][NH:42][C:12]([C:9]1[CH:8]=[C:7]([C:1]2[CH:2]=[CH:3][CH:4]=[CH:5][CH:6]=2)[NH:11][N:10]=1)=[O:14])[CH3:23] |f:3.4|. Procedure details: To a stirred solution of 5-phenyl-1H-pyrazole-3-carboxylic acid (1.25 g, 0.00665 mol) in DMF (3 mL) was added DIPEA (4.296 g 0.03324 mol), HOBt (1.123 g, 0.00831 mol) and EDCI.HCl (1.593 g, 0.00831 mol) at ambient temperature. After 2 minutes glycine acid ethyl ester hydrochloride (0.928 g, 0.00665 mol) was and the resulting mixture was stirred overnight. The reaction mixture was then diluted with cold water and the product was extracted with ethyl acetate. The ethyl acetate layer was collected ...